From a dataset of the Open Reaction Database (ORD), a public repository of structured organic reaction records. describe an organic reaction: reactants, conditions, products, and yield RXN SMILES: [Cl:1][C:2]1[CH:7]=[C:6]([Cl:8])[CH:5]=[CH:4][C:3]=1[C:9](=[O:16])[CH2:10][C:11]([O:13][CH2:14][CH3:15])=[O:12].[Br:17]Br>ClCCl>[Br:17][CH:10]([C:9]([C:3]1[CH:4]=[CH:5][C:6]([Cl:8])=[CH:7][C:2]=1[Cl:1])=[O:16])[C:11]([O:13][CH2:14][CH3:15])=[O:12]. Procedure: To a solution of ethyl 3-(2,4-dichlorophenyl)-3-oxopropanoate (3.95 g, 15.1 mmol) in dichloromethane (150 mL) was added a solution of bromine (0.935 mL, 18.2 mmol) in dichloromethane (20.0 mL) dropwise at 0° C. The solution was then stirred at room temperature for 1 hour. The reaction was quenched with 10% aqueous potassium carbonate solution, and then the layers were separated. The organic extracts were washed with brine, dried over anhydrous sodium sulfate, filtered and concentrated in vacuo. ... The reactants are ClC1=C(C=CC(=C1)Cl)C(CC(=O)OCC)=O (ethyl 3-(2,4-dichlorophenyl)-3-oxopropanoate), BrBr (bromine). Yields the product BrC(C(=O)OCC)C(=O)C1=C(C=C(C=C1)Cl)Cl (Ethyl 2-bromo-3-(2,4-dichlorophenyl)-3-oxopropanoate). The solvent is ClCCl (dichloromethane), ClCCl (dichloromethane). Conditions: time 1 hour. Starting materials: Cc1cc(CC=CCc2cc(C)c(O)c(C(C)(C)C)c2)cc(C(C)(C)C)c1O, CCOC(C)=O, [H][H]. Yields the product Cc1cc(CCCCc2cc(C)c(O)c(C(C)(C)C)c2)cc(C(C)(C)C)c1O. Reaction SMILES: [C:1]([CH3:2])([CH3:3])([CH3:4])[c:5]1[cH:6][c:7]([CH2:13][CH:14]=[CH:15][CH2:16][c:17]2[cH:18][c:19]([C:25]([CH3:26])([CH3:27])[CH3:28])[c:20]([OH:24])[c:21]([CH3:23])[cH:22]2)[cH:8][c:9]([CH3:12])[c:10]1[OH:11].[CH3:31][CH2:32][O:33][C:34](=[O:35])[CH3:36].[H:29][H:30]>>[C:1]([CH3:2])([CH3:3])([CH3:4])[c:5]1[cH:6][c:7]([CH2:13][CH2:14][CH2:15][CH2:16][c:17]2[cH:18][c:19]([C:25]([CH3:26])([CH3:27])[CH3:28])[c:20]([OH:24])[c:21]([CH3:23])[cH:22]2)[cH:8][c:9]([CH3:12])[c:10]1[OH:11]. Conditions: time 8 hour. The yield is 94.0%. Yields the product N1(C=CC=C1)C1=C(C=NN1C(C)(C)C)CO ([5-(1H-pyrrol-1-yl)-1-t-butyl-1H-pyrazol-4-yl]methanol). Procedure details: 1.30 g of lithium aluminum hydride was suspended in 50 ml of tetrahydrofuran and thereto, under a nitrogen atmosphere, a solution of 8.95 g of ethyl 5-(1H-pyrrol-1-yl)-1-t-butyl-1H-pyrazole-4-carboxylate in 20 ml of tetrahydrofuran was added dropwise over 15 minutes under ice-cooling. The mixture was stirred for 8 hours under ice-cooling. After water was added, the reaction mixture was extracted with ethyl acetate. The organic layer was dried over anhydrous magnesium sulfate, filtered and then c... As a reaction SMILES: [H-].[Al+3].[Li+].[H-].[H-].[H-].[N:7]1([C:12]2[N:16]([C:17]([CH3:20])([CH3:19])[CH3:18])[N:15]=[CH:14][C:13]=2[C:21](OCC)=[O:22])[CH:11]=[CH:10][CH:9]=[CH:8]1.O>O1CCCC1>[N:7]1([C:12]2[N:16]([C:17]([CH3:18])([CH3:19])[CH3:20])[N:15]=[CH:14][C:13]=2[CH2:21][OH:22])[CH:8]=[CH:9][CH:10]=[CH:11]1 |f:0.1.2.3.4.5|. Solvent: O1CCCC1 (tetrahydrofuran), O1CCCC1 (tetrahydrofuran). The reactants are [H-].[Al+3].[Li+].[H-].[H-].[H-] (lithium aluminum hydride), N1(C=CC=C1)C1=C(C=NN1C(C)(C)C)C(=O)OCC (ethyl 5-(1H-pyrrol-1-yl)-1-t-butyl-1H-pyrazole-4-carboxylate), O (water).